Dataset: the Open Reaction Database (ORD), a public repository of structured organic reaction records. Task: describe an organic reaction: reactants, conditions, products, and yield Reactants: FC(C1(CC(=NN1)C)O)F (5-(difluoromethyl)-3-methyl-4,5-dihydro-1H-pyrazol-5-ol), BrBr (bromine). The solvent is C(Cl)Cl (methylene chloride). Reaction conditions: temperature 25 celsius, time 3 hour. Product: BrC=1C(=NNC1C)C(F)F (4-bromo-3-(difluoromethyl)-5-methyl-1H-pyrazole). Reaction SMILES: [F:1][CH:2]([F:10])[C:3]1(O)[NH:7][N:6]=[C:5]([CH3:8])[CH2:4]1.[Br:11]Br>C(Cl)Cl>[Br:11][C:4]1[C:3]([CH:2]([F:10])[F:1])=[N:7][NH:6][C:5]=1[CH3:8]. Reported procedure: To a solution of 5-(difluoromethyl)-3-methyl-4,5-dihydro-1H-pyrazol-5-ol (1.00 g, 6.66 mmol) in methylene chloride (20 mL) was added bromine (0.43 mL, 8.3 mmol) dropwise. The reaction was stirred at 25° C. for 3 h. and then quenched with a Na2S2O4 solution and neutralized with NaHCO3. The reaction was extracted with dichloromethane and the organic extracts were washed with water, brine, dried (MgSO4), and concentrated in vacuo. 1H NMR (CDCl3): δ 6.56-6.82 (t, 1H), 2.33 (s, 3H). Mass spec(EI) m/z... Starting materials: ClC1=CC2=C(C(=CO2)C2=CC=CC=C2)C=C1 (6-chloro-3-phenylbenzofuran), cuprous cyanide, N1=CC=CC=C1 (pyridine), ferric chloride. Run in Cl (hydrochloric acid), ice water. Conditions: temperature 200 celsius. Product: desired product, C(#N)C1=CC2=C(C(=CO2)C2=CC=CC=C2)C=C1 (6-cyano-3-phenylbenzofuran). RXN SMILES: Cl[C:2]1[CH:16]=[CH:15][C:5]2[C:6]([C:9]3[CH:14]=[CH:13][CH:12]=[CH:11][CH:10]=3)=[CH:7][O:8][C:4]=2[CH:3]=1.[N:17]1C=CC=C[CH:18]=1>Cl>[C:18]([C:2]1[CH:16]=[CH:15][C:5]2[C:6]([C:9]3[CH:14]=[CH:13][CH:12]=[CH:11][CH:10]=3)=[CH:7][O:8][C:4]=2[CH:3]=1)#[N:17]. Procedure: A mixture of 76.2 g of 6-chloro-3-phenylbenzofuran, 34.1 g of cuprous cyanide and 28 ml of pyridine is heated for about 125 hours at a temperature of 200° C. The mixture is then poured into a solution of 100 g of ferric chloride in 60 ml of concentrated hydrochloric acid and 300 ml of ice water. The mixture is extracted twice with diethyl ether, the ether extracts are washed with saturated sodium chloride solution and dried. The solvent is evaporated to provide the desired product, 6-cyano-3-phe... Starting materials: O=C1C(SCC1)C(=O)OC (methyl 3-oxo-2,3,4,5-tetrahydrothiophene-2-carboxylate), CC(CCCCCCCCCCCCCCCCCC)C=1C=C(C=C(O)C1)O (5-(2-eicosyl)resorcinol). Procedure: Following a procedure similar to that described in Example 1B hereinabove, methyl 3-oxo-2,3,4,5-tetrahydrothiophene-2-carboxylate is reacted with 5-(2-eicosyl)resorcinol to give 1,2-dihydro-7-(2-eicosyl)-9-hydroxy-4-oxo-4H-thieno [2,3-c] [1]benzopyran. Product: CC(CCCCCCCCCCCCCCCCCC)C1=CC2=C(C3=C(C(O2)=O)SCC3)C(=C1)O (1,2-dihydro-7-(2-eicosyl)-9-hydroxy-4-oxo-4H-thieno [2,3-c] [1]benzopyran). Reaction SMILES: O=[C:2]1[CH2:6][CH2:5][S:4][CH:3]1[C:7]([O:9][CH3:10])=[O:8].[CH3:11][CH:12]([C:31]1[CH:32]=C(O)[CH:34]=[C:35]([CH:37]=1)[OH:36])[CH2:13][CH2:14][CH2:15][CH2:16][CH2:17][CH2:18][CH2:19][CH2:20][CH2:21][CH2:22][CH2:23][CH2:24][CH2:25][CH2:26][CH2:27][CH2:28][CH2:29][CH3:30]>>[CH3:11][CH:12]([C:31]1[CH:37]=[C:35]([OH:36])[C:34]2[C:2]3[CH2:6][CH2:5][S:4][C:3]=3[C:7](=[O:8])[O:9][C:10]=2[CH:32]=1)[CH2:13][CH2:14][CH2:15][CH2:16][CH2:17][CH2:18][CH2:19][CH2:20][CH2:21][CH2:22][CH2:23][CH2:24][CH2:25][CH2:26][CH2:27][CH2:28][CH2:29][CH3:30].